Dataset: the Open Reaction Database (ORD), a public repository of structured organic reaction records. Task: describe an organic reaction: reactants, conditions, products, and yield Reaction SMILES: Cl.Cl.[NH2:3][C:4]1[C:19]([Cl:20])=[CH:18][C:7]([C:8]([NH:10][CH2:11][CH:12]2[CH2:17][CH2:16][NH:15][CH2:14][CH2:13]2)=[O:9])=[C:6]([O:21][CH3:22])[CH:5]=1.[CH3:23][O:24][C:25]1[CH:38]=[CH:37][C:28]([CH2:29][C:30](=[S:34](=[O:36])=[O:35])[CH2:31][CH2:32]Cl)=[CH:27][CH:26]=1.C(=O)([O-])[O-].[K+].[K+]>>[NH2:3][C:4]1[C:19]([Cl:20])=[CH:18][C:7]([C:8]([NH:10][CH2:11][CH:12]2[CH2:13][CH2:14][N:15]([CH2:32][CH2:31][C:30](=[S:34](=[O:36])=[O:35])[CH2:29][C:28]3[CH:37]=[CH:38][C:25]([O:24][CH3:23])=[CH:26][CH:27]=3)[CH2:16][CH2:17]2)=[O:9])=[C:6]([O:21][CH3:22])[CH:5]=1 |f:0.1.2,4.5.6|. The reactants are Cl.Cl.NC1=CC(=C(C(=O)NCC2CCNCC2)C=C1Cl)OC (4-Amino-5-chloro-2-methoxy-N-(piperidin-4-ylmethyl)benzamide dihydrochloride), COC1=CC=C(CC(CCCl)=S(=O)=O)C=C1 (3-(4-methoxybenzyl)-sulfonylpropyl chloride), C([O-])([O-])=O.[K+].[K+] (potassium carbonate). Procedure: 4-Amino-5-chloro-2-methoxy-N-(piperidin-4-ylmethyl)benzamide dihydrochloride (10.0 g) as a starting compound, 3-(4-methoxybenzyl)-sulfonylpropyl chloride (8.50 g) and potassium carbonate (16.8 g) were reacted and purified in the same manner as in Example 199 to give 7.60 g of 4-amino-5-chloro-2-methoxy-N-((1-(3-(4-methoxybenzyl)-sulfonylpropyl)piperidin-4-yl)methyl)benzamide, m.p. 111°-112° C. Yields the product NC1=CC(=C(C(=O)NCC2CCN(CC2)CCC(CC2=CC=C(C=C2)OC)=S(=O)=O)C=C1Cl)OC (4-amino-5-chloro-2-methoxy-N-((1-(3-(4-methoxybenzyl)-sulfonylpropyl)piperidin-4-yl)methyl)benzamide). The yield is 54.0%. Reactants: [N].N1C=CC=C1 (pyrrole nitrogen), C(#N)C=1C(=C(N(C1)C)C(=O)OCC)C1=CC=C(C=C1)C=1SC=CC1[N+](=O)[O-] (ethyl 4-cyano-1-methyl-3-[4-(3-nitro(2-thienyl))phenyl]pyrrole-2-carboxylate), BrNC(CCC(=O)N)=O (N-bromo-succinamide). Run in C(Cl)Cl (methylene chloride). Run at time 18 hour. The product is BrC1=C(C(=C(N1C)C(=O)OCC)C1=CC=C(C=C1)C=1SC=CC1[N+](=O)[O-])C#N (ethyl 5-bromo-4-cyano-1-methyl-3-[4-(3-nitro(2-thienyl))phenyl]pyrrole-2-carboxylate). RXN SMILES: [N].N1C=CC=C1.[C:7]([C:9]1[C:10]([C:20]2[CH:25]=[CH:24][C:23]([C:26]3[S:27][CH:28]=[CH:29][C:30]=3[N+:31]([O-:33])=[O:32])=[CH:22][CH:21]=2)=[C:11]([C:15]([O:17][CH2:18][CH3:19])=[O:16])[N:12]([CH3:14])[CH:13]=1)#[N:8].[Br:34]NC(=O)CCC(N)=O>C(Cl)Cl>[Br:34][C:13]1[N:12]([CH3:14])[C:11]([C:15]([O:17][CH2:18][CH3:19])=[O:16])=[C:10]([C:20]2[CH:21]=[CH:22][C:23]([C:26]3[S:27][CH:28]=[CH:29][C:30]=3[N+:31]([O-:33])=[O:32])=[CH:24][CH:25]=2)[C:9]=1[C:7]#[N:8] |f:0.1|. Procedure: The title compound is prepared in a manner analogous to the procedure set forth in Scheme XXIII, step A wherein the starting pyrrole nitrogen is already methylated. For example, to a solution of ethyl 4-cyano-1-methyl-3-[4-(3-nitro(2-thienyl))phenyl]pyrrole-2-carboxylate, prepared directly above (1.0 mmol) in methylene chloride in an ice bath add N-bromo-succinamide (1.5 mmol). Allow the reaction to warm to room temperature and stir for 18 hours. After this time, wash reaction with water while e...